Dataset: the Open Reaction Database (ORD), a public repository of structured organic reaction records. Task: describe an organic reaction: reactants, conditions, products, and yield Product: CC(=O)OC=CC(C)CCC=C(C)C. RXN SMILES: [C:8](=[O:9])([O-:10])[O-:11].[CH3:14][C:15]([CH3:16])=[CH:17][CH2:18][CH2:19][CH:20]([CH3:21])[CH2:22][CH:23]=[O:24].[CH3:1][C:2](=[O:3])[O:4][C:5]([CH3:6])=[O:7].[CH3:25][c:26]1[cH:27][cH:28][cH:29][cH:30][cH:31]1.[K+:12].[K+:13].[OH2:32]>>[CH:1](=[CH:2][O:4][C:5]([CH3:6])=[O:7])[CH:20]([CH2:19][CH2:18][CH:17]=[C:15]([CH3:14])[CH3:16])[CH3:21]. Starting materials: O=C([O-])[O-], CC(C)=CCCC(C)CC=O, CC(=O)OC(C)=O, Cc1ccccc1, [K+], [K+], O.